From a dataset of the Open Reaction Database (ORD), a public repository of structured organic reaction records. describe an organic reaction: reactants, conditions, products, and yield Starting materials: Cl (HCl), [N+](=O)([O-])C1=CC=C(C=C1)C1=CC(=C(C(=C1)C(C)(C)C)O)C(C)(C)C (4-(4'nitrophenyl)- 2,6-di-tert-butylphenol), [Cl-].[Al+3].[Cl-].[Cl-] (aluminum chloride). Run in C1(=CC=CC=C1)C (toluene), [N+](=O)([O-])C (nitromethane). Conditions: time 4 hour. Yields the product [N+](=O)([O-])C1=CC=C(C=C1)C1=CC=C(C=C1)O (4-(4'-nitrophenyl)phenol). Yield: 71.2%. RXN SMILES: [N+:1]([C:4]1[CH:9]=[CH:8][C:7]([C:10]2[CH:15]=[C:14](C(C)(C)C)[C:13]([OH:20])=[C:12](C(C)(C)C)[CH:11]=2)=[CH:6][CH:5]=1)([O-:3])=[O:2].[Cl-].[Al+3].[Cl-].[Cl-].Cl>C1(C)C=CC=CC=1.[N+](C)([O-])=O>[N+:1]([C:4]1[CH:5]=[CH:6][C:7]([C:10]2[CH:15]=[CH:14][C:13]([OH:20])=[CH:12][CH:11]=2)=[CH:8][CH:9]=1)([O-:3])=[O:2] |f:1.2.3.4|. Procedure details: To a solution of 5.0 g (15 mmol) of 4-(4'nitrophenyl)- 2,6-di-tert-butylphenol in 50 mL of toluene was added a solution of 9.2 g (69 mmol) of aluminum chloride in 10 mL of nitromethane. This mixture was stirred at ambient temperature for 4 hours and poured into 100 mL of 1N HCl mixed with ice. The resulting aqueous mixture was extracted with two 100-mL portions of ethyl acetate. Combination, drying (MgSO4), and concentration of the organic layers resulted in crystallization of 2.3 g (69% yield) ... Reactants: Cn1c(CBr)nc2c(N3CCOCC3)nc(Cl)nc21, CCN(C(C)C)C(C)C, ClCCl, C1CC(N2CCOCC2)CCN1. Product: Cn1c(CN2CCC(N3CCOCC3)CC2)nc2c(N3CCOCC3)nc(Cl)nc21. RXN SMILES: [Br:1][CH2:2][c:3]1[n:4]([CH3:19])[c:5]2[n:6][c:7]([Cl:18])[n:8][c:9]([N:12]3[CH2:13][CH2:14][O:15][CH2:16][CH2:17]3)[c:10]2[n:11]1.[CH:32]([N:33]([CH2:34][CH3:35])[CH:36]([CH3:37])[CH3:38])([CH3:39])[CH3:40].[Cl:41][CH2:42][Cl:43].[O:20]1[CH2:21][CH2:22][N:23]([CH:26]2[CH2:27][CH2:28][NH:29][CH2:30][CH2:31]2)[CH2:24][CH2:25]1>>[CH2:2]([c:3]1[n:4]([CH3:19])[c:5]2[n:6][c:7]([Cl:18])[n:8][c:9]([N:12]3[CH2:13][CH2:14][O:15][CH2:16][CH2:17]3)[c:10]2[n:11]1)[N:29]1[CH2:28][CH2:27][CH:26]([N:23]2[CH2:22][CH2:21][O:20][CH2:25][CH2:24]2)[CH2:31][CH2:30]1. Starting materials: ClC1=NC(=NC(=C1)Cl)SCC1=C(C(=CC=C1)F)F (4,6-dichloro-2-[(2,3-difluorobenzyl)thio]pyrimidine), product, [H-].[Na+] (NaH), CC(C)O (propan-2-ol). Conditions: time 8 hour. The product is ClC1=NC(=NC(=C1)OC(C)C)SCC1=C(C(=CC=C1)F)F (4-Chloro-2-[(2,3-difluorobenzyl)thio]-6-isopropoxypyrimidine). RXN SMILES: Cl[C:2]1[CH:7]=[C:6]([Cl:8])[N:5]=[C:4]([S:9][CH2:10][C:11]2[CH:16]=[CH:15][CH:14]=[C:13]([F:17])[C:12]=2[F:18])[N:3]=1.[H-].[Na+].[CH3:21][CH:22]([OH:24])[CH3:23]>>[Cl:8][C:6]1[CH:7]=[C:2]([O:24][CH:22]([CH3:23])[CH3:21])[N:3]=[C:4]([S:9][CH2:10][C:11]2[CH:16]=[CH:15][CH:14]=[C:13]([F:17])[C:12]=2[F:18])[N:5]=1 |f:1.2|. Procedure details: To a solution of 4,6-dichloro-2-[(2,3-difluorobenzyl)thio]pyrimidine ((the product of example 1 step ii), 3 g) in propan-2-ol (20 ml) was added NaH (0.43 g) slowly and the reaction was then allowed to stir overnight at RT. The reaction mixture was then partitioned between DCM (100 ml) and H2O (100 ml). The organics were separated and the aqueous layer was re-extracted with DCM (2×100 ml). Organics were combined, dried (MgSO4) and reduced in vacuo to give the subtitle compound as a pale yellow so... The reactants are N1C=CC=2C(=CC=CC12)C(=O)O (indole-4-carboxylic acid), C(#N)[BH3-].[Na+] (sodium cyanoborohydride), CO (methanol), [OH-].[Na+] (sodium hydroxide). The solvent is Cl (hydrochloric acid), O (water). Run at time 1 hour. Yields the product C(C)(C)(C)OC(=O)N1CCC=2C(=CC=CC12)C(=O)O (1-tert-butoxycarbonylindoline-4-carboxylic acid). As a reaction SMILES: [NH:1]1[C:9]2[CH:8]=[CH:7][CH:6]=[C:5]([C:10]([OH:12])=[O:11])[C:4]=2[CH:3]=[CH:2]1.C([BH3-])#N.[Na+].[OH-:17].[Na+].[CH3:19][OH:20]>Cl.O>[C:4]([O:17][C:19]([N:1]1[C:9]2[CH:8]=[CH:7][CH:6]=[C:5]([C:10]([OH:12])=[O:11])[C:4]=2[CH2:3][CH2:2]1)=[O:20])([CH3:5])([CH3:9])[CH3:3] |f:1.2,3.4|. Procedure details: To a solution of indole-4-carboxylic acid (500 mg) in methanol (9 ml) and conc. hydrochloric acid (1.0 ml) was added a portion of sodium cyanoborohydride (487 mg) at 0° C. and the mixture was stirred at ambient temperature for 1 hour. The suspension was diluted with water (10 ml) and then the clear solution was neutralized with 2N sodium hydroxide aqueous solution. Methanol was removed and the aqueous solution was diluted with dioxane (15 ml) and 1N sodium hydroxide aqueous solution (10 ml). To ... The reactants are O=C(c1ccc(Cl)cc1)c1ccc(CBr)cc1, CS, CO, [Na]. The product is CSCc1ccc(C(=O)c2ccc(Cl)cc2)cc1. RXN SMILES: [Br:1][CH2:2][c:3]1[cH:4][cH:5][c:6]([C:7](=[O:8])[c:9]2[cH:10][cH:11][c:12]([Cl:15])[cH:13][cH:14]2)[cH:16][cH:17]1.[CH3:19][SH:20].[CH3:21][OH:22].[Na:18]>>[CH2:2]([c:3]1[cH:4][cH:5][c:6]([C:7](=[O:8])[c:9]2[cH:10][cH:11][c:12]([Cl:15])[cH:13][cH:14]2)[cH:16][cH:17]1)[S:20][CH3:19]. The reactants are C(C1=CC=C(C(=O)Cl)C=C1)(=O)Cl (Terephthaloyl chloride), C1(CCCCCN1)=O (ε-caprolactam). Run in C1CCCCC1 (cyclohexane), N1=CC=CC=C1 (pyridine). The product is C(C1=CC=C(C(=O)N2C(CCCCC2)=O)C=C1)(=O)N1C(CCCCC1)=O (N,N '-Terephthaloylbiscaprolactam). As a reaction SMILES: [C:1](Cl)(=[O:11])[C:2]1[CH:10]=[CH:9][C:5]([C:6](Cl)=[O:7])=[CH:4][CH:3]=1.[C:13]1(=[O:20])[NH:19][CH2:18][CH2:17][CH2:16][CH2:15][CH2:14]1>C1CCCCC1.N1C=CC=CC=1>[C:1]([N:19]1[CH2:18][CH2:17][CH2:16][CH2:15][CH2:14][C:13]1=[O:20])(=[O:11])[C:2]1[CH:10]=[CH:9][C:5]([C:6]([N:19]2[CH2:18][CH2:17][CH2:16][CH2:15][CH2:14][C:13]2=[O:20])=[O:7])=[CH:4][CH:3]=1. Reported procedure: Terephthaloyl chloride (51 g, 0.25 mol) is added in the course of 30 minutes to a solution of ε-caprolactam (56.6 g, 0.5 mol) in 400 ml of cyclohexane and 117 ml of pyridine at room temperature. The mixture is then refluxed for 4 h. After cooling, the resulting light yellow precipitate is filtered off by suction, washed with water and dried. Yield 81 g (91%).